This data is from the Open Reaction Database (ORD), a public repository of structured organic reaction records. The task is: describe an organic reaction: reactants, conditions, products, and yield Reactants: BrC=1SC2=C(N1)C=CC(=C2)CO ((2-bromobenzo[d]thiazol-6-yl)methanol), CS(=O)(=O)Cl (methanesulfonyl chloride), CCN(C(C)C)C(C)C (DIEA), C(CO)O.O (ethylene glycol water). Solvent: C(Cl)Cl (CH2Cl2). Run at time 1 hour. Product: CS(=O)(=O)OCC1=CC2=C(N=C(S2)Br)C=C1 ((2-bromobenzo[d]thiazol-6-yl)methyl methanesulfonate). The yield is 99.8%. As a reaction SMILES: [Br:1][C:2]1[S:3][C:4]2[CH:10]=[C:9]([CH2:11][OH:12])[CH:8]=[CH:7][C:5]=2[N:6]=1.CCN(C(C)C)C(C)C.C(O)CO.O.[CH3:27][S:28](Cl)(=[O:30])=[O:29]>C(Cl)Cl>[CH3:27][S:28]([O:12][CH2:11][C:9]1[CH:8]=[CH:7][C:5]2[N:6]=[C:2]([Br:1])[S:3][C:4]=2[CH:10]=1)(=[O:30])=[O:29] |f:2.3|. Reported procedure: To a solution of (2-bromobenzo[d]thiazol-6-yl)methanol (205 mg, 0.83 mmol) from Step 2 of this Example and DIEA (118 mg, 0.92 mmol) in CH2Cl2 (20 mL) cooled in an ethylene glycol-water (4:1, v/v) dry ice bath was added methanesulfonyl chloride (105 mg, 0.92 mmol) slowly. The reaction solution was warmed to rt and stirred at rt for 1 h. The resulting mixture was quenched with 20 mL of water. The separated aqueous layer was extracted with CH2Cl2 (3×20 mL). The combined organic layers were washed w...